Dataset: the Open Reaction Database (ORD), a public repository of structured organic reaction records. Task: describe an organic reaction: reactants, conditions, products, and yield Isolated yield 94.0%. Reactants: C1=C(C=CC2=CC=CC=C12)S(=O)(=O)Cl (2-naphthylsulphonyl chloride), NCCCC(=O)OC (methyl 4-aminobutyrate). Procedure details: Using an analogous procedure to that described in Example 2, 2-naphthylsulphonyl chloride was reacted with methyl 4-aminobutyrate to give methyl 4-(2-naphthalenesulphonamido)butyrate in 94% yield. The product is C1=C(C=CC2=CC=CC=C12)S(=O)(=O)NCCCC(=O)OC (methyl 4-(2-naphthalenesulphonamido)butyrate). Reaction SMILES: [CH:1]1[C:10]2[C:5](=[CH:6][CH:7]=[CH:8][CH:9]=2)[CH:4]=[CH:3][C:2]=1[S:11](Cl)(=[O:13])=[O:12].[NH2:15][CH2:16][CH2:17][CH2:18][C:19]([O:21][CH3:22])=[O:20]>>[CH:1]1[C:10]2[C:5](=[CH:6][CH:7]=[CH:8][CH:9]=2)[CH:4]=[CH:3][C:2]=1[S:11]([NH:15][CH2:16][CH2:17][CH2:18][C:19]([O:21][CH3:22])=[O:20])(=[O:13])=[O:12]. The reactants are CC#N, S=C=NC1CC1, c1nc2c([nH]1)CCNC2. Product: S=C(NC1CC1)N1CCc2[nH]cnc2C1. Reaction SMILES: [CH3:16][C:17]#[N:18].[CH:10]1([N:13]=[C:14]=[S:15])[CH2:11][CH2:12]1.[nH:1]1[cH:2][n:3][c:4]2[c:9]1[CH2:8][CH2:7][NH:6][CH2:5]2>>[nH:1]1[cH:2][n:3][c:4]2[c:9]1[CH2:8][CH2:7][N:6]([C:14]([NH:13][CH:10]1[CH2:11][CH2:12]1)=[S:15])[CH2:5]2. Reactants: CC1(C)Cc2cc(C(=O)O)ccc2NC1c1cccc(Br)c1, O=C([O-])[O-], CN1CCNC(=O)C1=O, CN(C)CC(=O)O, CS(C)=O, Cl, [Cu]I, [K+], [K+]. Product: CN1CCN(c2cccc(C3Nc4ccc(C(=O)O)cc4CC3(C)C)c2)C(=O)C1=O. RXN SMILES: [Br:1][c:2]1[cH:3][c:4]([CH:8]2[NH:9][c:10]3[cH:11][cH:12][c:13]([C:20](=[O:21])[OH:22])[cH:14][c:15]3[CH2:16][C:17]2([CH3:18])[CH3:19])[cH:5][cH:6][cH:7]1.[C:40](=[O:41])([O-:42])[O-:43].[CH3:23][N:24]1[C:25](=[O:31])[C:26](=[O:30])[NH:27][CH2:28][CH2:29]1.[CH3:33][N:34]([CH3:35])[CH2:36][C:37]([OH:38])=[O:39].[CH3:46][S:47](=[O:48])[CH3:49].[ClH:32].[Cu:50][I:51].[K+:44].[K+:45]>>[c:2]1([N:27]2[C:26](=[O:30])[C:25](=[O:31])[N:24]([CH3:23])[CH2:29][CH2:28]2)[cH:3][c:4]([CH:8]2[NH:9][c:10]3[cH:11][cH:12][c:13]([C:20](=[O:21])[OH:22])[cH:14][c:15]3[CH2:16][C:17]2([CH3:18])[CH3:19])[cH:5][cH:6][cH:7]1. The reactants are ClC1=C(C=C(C=C1)S(=O)(=O)N(COC)C=1C(=NC=C(C1)C)C(C1=C(C=CC=C1)Cl)=O)C(F)(F)F (4-chloro-N-[2-(2-chloro-benzoyl)-5-methyl-pyridin-3-yl]-N-methoxymethyl-3-trifluoromethyl-benzenesulfonamide), O (water). Solvent: Cl (HCl), O1CCOCC1 (dioxane). Yields the product ClC1=C(C=C(C=C1)S(=O)(=O)NC=1C(=NC=C(C1)C)C(C1=C(C=CC=C1)Cl)=O)C(F)(F)F (4-chloro-N-[2-(2-chloro-benzoyl)-5-methyl-pyridin-3-yl]-3-trifluoromethyl-benzenesulfonamide). Yield: 44.2%. As a reaction SMILES: [Cl:1][C:2]1[CH:7]=[CH:6][C:5]([S:8]([N:11]([C:15]2[C:16]([C:22](=[O:30])[C:23]3[CH:28]=[CH:27][CH:26]=[CH:25][C:24]=3[Cl:29])=[N:17][CH:18]=[C:19]([CH3:21])[CH:20]=2)COC)(=[O:10])=[O:9])=[CH:4][C:3]=1[C:31]([F:34])([F:33])[F:32].O>Cl.O1CCOCC1>[Cl:1][C:2]1[CH:7]=[CH:6][C:5]([S:8]([NH:11][C:15]2[C:16]([C:22](=[O:30])[C:23]3[CH:28]=[CH:27][CH:26]=[CH:25][C:24]=3[Cl:29])=[N:17][CH:18]=[C:19]([CH3:21])[CH:20]=2)(=[O:10])=[O:9])=[CH:4][C:3]=1[C:31]([F:32])([F:34])[F:33]. Reported procedure: A mixture of 4-chloro-N-[2-(2-chloro-benzoyl)-5-methyl-pyridin-3-yl]-N-methoxymethyl-3-trifluoromethyl-benzenesulfonamide (260 mg, 0.49 mmol) in 4M HCl in dioxane (5 mL) and water (1 mL) was refluxed for 3 h. Reaction mixture was cooled to room temperature, evaporated to dryness and treated with saturated aqueous NaHCO3 solution till pH 7-8. The mixture was extracted with EtOAc (2×25 mL), dried (anhydrous Na2SO4) and concentrated. The obtained residue was purified by flash chromatography (SiO2, ... Starting materials: C1COCCO1, [C-]#[N+][Si](C)(C)C, CO, COc1ccc(-n2nc(C(=O)N3CCCCN3)cc2-c2ccccn2)cn1. Yields the product COc1ccc(-n2nc(C(=O)N3CCCCN3C(N)=O)cc2-c2ccccn2)cn1. As a reaction SMILES: [CH2:36]1[O:37][CH2:38][CH2:39][O:40][CH2:41]1.[CH3:1][Si:2]([CH3:3])([CH3:4])[N+:5]#[C-:6].[CH3:34][OH:35].[CH3:7][O:8][c:9]1[cH:10][cH:11][c:12](-[n:15]2[n:16][c:17]([C:26](=[O:27])[N:28]3[NH:29][CH2:30][CH2:31][CH2:32][CH2:33]3)[cH:18][c:19]2-[c:20]2[n:21][cH:22][cH:23][cH:24][cH:25]2)[cH:13][n:14]1>>[NH2:5][C:6]([N:29]1[N:28]([C:26]([c:17]2[n:16][n:15](-[c:12]3[cH:11][cH:10][c:9]([O:8][CH3:7])[n:14][cH:13]3)[c:19](-[c:20]3[n:21][cH:22][cH:23][cH:24][cH:25]3)[cH:18]2)=[O:27])[CH2:33][CH2:32][CH2:31][CH2:30]1)=[O:35]. The reactants are NC1=C2C=CC=NC2=C(C=C1)C(=O)N (5-aminoquinoline-8-carboxamide), C(C)(C)(C)OC(=O)NC(C(=O)O)C1=CC=CC=C1 (2-((tert-butoxycarbonyl)amino)-2-phenylacetic acid). Product: NC(C(=O)NC1=C2C=CC=NC2=C(C=C1)C(=O)N)C1=CC=CC=C1 (5-(2-amino-2-phenylacetamido)quinoline-8-carboxamide). RXN SMILES: [NH2:1][C:2]1[CH:11]=[CH:10][C:9]([C:12]([NH2:14])=[O:13])=[C:8]2[C:3]=1[CH:4]=[CH:5][CH:6]=[N:7]2.C(OC([NH:22][CH:23]([C:27]1[CH:32]=[CH:31][CH:30]=[CH:29][CH:28]=1)[C:24](O)=[O:25])=O)(C)(C)C>>[NH2:22][CH:23]([C:27]1[CH:32]=[CH:31][CH:30]=[CH:29][CH:28]=1)[C:24]([NH:1][C:2]1[CH:11]=[CH:10][C:9]([C:12]([NH2:14])=[O:13])=[C:8]2[C:3]=1[CH:4]=[CH:5][CH:6]=[N:7]2)=[O:25]. Procedure: The title compound was synthesized according to the procedure described for the preparation of Example 27 by using 5-aminoquinoline-8-carboxamide coupled with 2-((tert-butoxycarbonyl)amino)-2-phenylacetic acid, followed by removal of the protecting group to afford Example 29. LC-MS (M+H=321, obsd=321).